Dataset: the Open Reaction Database (ORD), a public repository of structured organic reaction records. Task: describe an organic reaction: reactants, conditions, products, and yield Starting materials: O (water), CC(C)(OC(=O)N[C@@H](CC1=CC=C(C=C1)C=1C(N(C(N(C1C)C)=O)C)=O)C(=O)O)C (N-[(1,1-dimethylethoxy)carbonyl]-4-(1,3,6-trimethyl-2,4-dioxo-5-pyrimidinyl)-L-phenylalanine), C([O-])(O)=O.[Na+] (sodium bicarbonate), C(C)(=O)OC(C)Cl (1-chloroethyl acetate). Run in CN(C)C=O (DMF). Run at time 48 hour. Product: C(C)(=O)OC(C)OC([C@@H](NC(=O)OC(C)(C)C)CC1=CC=C(C=C1)C=1C(N(C(N(C1C)C)=O)C)=O)=O (N-[(1,1-dimethylethoxy)carbonyl]-4-(1,3,6-trimethyl-2,4-dioxo-5-pyrimidinyl)-L-phenylalanine 1-(acetoxy)ethyl ester). The yield is 77.0%. As a reaction SMILES: [CH3:1][C:2]([CH3:30])([O:4][C:5]([NH:7][C@H:8]([C:27]([OH:29])=[O:28])[CH2:9][C:10]1[CH:15]=[CH:14][C:13]([C:16]2[C:17](=[O:26])[N:18]([CH3:25])[C:19](=[O:24])[N:20]([CH3:23])[C:21]=2[CH3:22])=[CH:12][CH:11]=1)=[O:6])[CH3:3].C(=O)(O)[O-].[Na+].[C:36]([O:39][CH:40](Cl)[CH3:41])(=[O:38])[CH3:37].O>CN(C=O)C>[C:36]([O:39][CH:40]([O:28][C:27](=[O:29])[C@H:8]([CH2:9][C:10]1[CH:15]=[CH:14][C:13]([C:16]2[C:17](=[O:26])[N:18]([CH3:25])[C:19](=[O:24])[N:20]([CH3:23])[C:21]=2[CH3:22])=[CH:12][CH:11]=1)[NH:7][C:5]([O:4][C:2]([CH3:30])([CH3:1])[CH3:3])=[O:6])[CH3:41])(=[O:38])[CH3:37] |f:1.2|. Reported procedure: To a suspension of N-[(1,1-dimethylethoxy)carbonyl]-4-(1,3,6-trimethyl-2,4-dioxo-5-pyrimidinyl)-L-phenylalanine (1.006 mmol, 420 mg) and sodium bicarbonate (5.03 mmol, 422 mg) in DMF (8 mL) was added 1-chloroethyl acetate (5.03 mmol, 616 mg) at room temperature. The reaction mixture was stirred for 48 h. Then, it was poured into water (50 mL) and was extracted with ethyl acetate (3×50 mL). The combined extracts were washed with water (2×50 mL) and brine solution (100 mL) and were dried over anhy... Yields the product N#Cc1cc2cc(OCc3cccc(OCc4ccc5ccccc5n4)c3)ccc2[nH]c1=O. RXN SMILES: [Br-:48].[C:21](#[N:22])[c:23]1[c:24](=[O:34])[nH:25][c:26]2[cH:27][cH:28][c:29]([OH:33])[cH:30][c:31]2[cH:32]1.[CH2:49]([N+:50]([CH2:51][CH2:52][CH2:53][CH3:54])([CH2:55][CH2:56][CH2:57][CH3:58])[CH2:59][CH2:60][CH2:61][CH3:62])[CH2:63][CH2:64][CH3:65].[CH3:41][OH:42].[K+:35].[K+:36].[O-:37][C:38]([O-:39])=[O:40].[O:43]=[CH:44][N:45]([CH3:46])[CH3:47].[n:1]1[c:2]([CH2:11][O:12][c:13]2[cH:14][c:15]([CH2:16][Cl:17])[cH:18][cH:19][cH:20]2)[cH:3][cH:4][c:5]2[cH:6][cH:7][cH:8][cH:9][c:10]12>>[n:1]1[c:2]([CH2:11][O:12][c:13]2[cH:14][c:15]([CH2:16][O:33][c:29]3[cH:28][cH:27][c:26]4[nH:25][c:24](=[O:34])[c:23]([C:21]#[N:22])[cH:32][c:31]4[cH:30]3)[cH:18][cH:19][cH:20]2)[cH:3][cH:4][c:5]2[cH:6][cH:7][cH:8][cH:9][c:10]12. Reactants: [Br-], N#Cc1cc2cc(O)ccc2[nH]c1=O, CCCC[N+](CCCC)(CCCC)CCCC, CO, [K+], [K+], O=C([O-])[O-], CN(C)C=O, ClCc1cccc(OCc2ccc3ccccc3n2)c1. As a reaction SMILES: [O:1]=[C:2]1[CH2:3][C:4]2=[C:5]([c:6]3[c:7]([cH:15][cH:16][cH:17][cH:18]3)[O:8][c:9]3[c:10]2[cH:11][cH:12][cH:13][cH:14]3)[CH2:19][CH2:20]1.[OH2:21]>>[OH:1][CH:2]1[CH2:3][C:4]2=[C:5]([c:6]3[c:7]([cH:15][cH:16][cH:17][cH:18]3)[O:8][c:9]3[c:10]2[cH:11][cH:12][cH:13][cH:14]3)[CH2:19][CH2:20]1. Yields the product OC1CCC2=C(C1)c1ccccc1Oc1ccccc12. Starting materials: O=C1CCC2=C(C1)c1ccccc1Oc1ccccc12, O. Reactants: COC1=NC(=NC(=C1)OC)OC=1C(=NC(=CC1)N(C(=O)OCC1=CC=CC=C1)CCOC1=CC=CC=C1)C(=O)OC (methyl 3-[(4,6-dimethoxypyrimidin-2-yl)oxy]-6-[N-(2-phenoxy)ethyl-N-benzyloxycarbonylamino]picolinate). Reagents/catalysts: [C].[Pd] (palladium carbon). Run in CO (methanol). Product: COC1=NC(=NC(=C1)OC)OC=1C(=NC(=CC1)NCCOC1=CC=CC=C1)C(=O)OC (methyl 3-[(4,6-dimethoxypyrimidin-2-yl)oxy]-6-[2-(phenoxy)ethylamino]picolinate). Isolated yield 70.4%. RXN SMILES: [CH3:1][O:2][C:3]1[CH:8]=[C:7]([O:9][CH3:10])[N:6]=[C:5]([O:11][C:12]2[C:13]([C:38]([O:40][CH3:41])=[O:39])=[N:14][C:15]([N:18]([CH2:29][CH2:30][O:31][C:32]3[CH:37]=[CH:36][CH:35]=[CH:34][CH:33]=3)C(OCC3C=CC=CC=3)=O)=[CH:16][CH:17]=2)[N:4]=1>CO.[C].[Pd]>[CH3:1][O:2][C:3]1[CH:8]=[C:7]([O:9][CH3:10])[N:6]=[C:5]([O:11][C:12]2[C:13]([C:38]([O:40][CH3:41])=[O:39])=[N:14][C:15]([NH:18][CH2:29][CH2:30][O:31][C:32]3[CH:37]=[CH:36][CH:35]=[CH:34][CH:33]=3)=[CH:16][CH:17]=2)[N:4]=1 |f:2.3|. Procedure: 1.12 g (2 mmol) of methyl 3-[(4,6-dimethoxypyrimidin-2-yl)oxy]-6-[N-(2-phenoxy)ethyl-N-benzyloxycarbonylamino]picolinate was catalytically reduced in 30 ml of methanol in the presence of 1 g of palladium carbon (10%). The catalyst was filtered off, and the filtrate was distilled under reduced pressure at a low temperature of not higher than 40° C., and the residual oily product was purified by column chromatography to obtain the desired product as colorless transparent oily product.